This data is from the Open Reaction Database (ORD), a public repository of structured organic reaction records. The task is: describe an organic reaction: reactants, conditions, products, and yield Starting materials: ClC1=CC=C(C(=O)N2C=C(C3=CC(=CC=C23)OC)CC(=O)OC)C=C1 (methyl 2-(1-(4-chlorobenzoyl)-5-methoxy-1H-indol-3-yl)acetate), ClCCl (Dichloromethane), CC(=O)O (AcOH), [OH-].C[Sn+](C)C (trimethyltin hydroxide). Run in ClCCCl (1,2-dichloro ethane). Reaction conditions: temperature 130 celsius. Yields the product ClC1=CC=C(C(=O)N2C=C(C3=CC(=CC=C23)OC)CC(=O)O)C=C1 (2-(1-(4-chlorobenzoyl)-5-methoxy-1H-indol-3-yl)acetic acid). RXN SMILES: [Cl:1][C:2]1[CH:25]=[CH:24][C:5]([C:6]([N:8]2[C:16]3[C:11](=[CH:12][C:13]([O:17][CH3:18])=[CH:14][CH:15]=3)[C:10]([CH2:19][C:20]([O:22]C)=[O:21])=[CH:9]2)=[O:7])=[CH:4][CH:3]=1.[OH-].C[Sn+](C)C.ClCCl.CC(O)=O>ClCCCl>[Cl:1][C:2]1[CH:25]=[CH:24][C:5]([C:6]([N:8]2[C:16]3[C:11](=[CH:12][C:13]([O:17][CH3:18])=[CH:14][CH:15]=3)[C:10]([CH2:19][C:20]([OH:22])=[O:21])=[CH:9]2)=[O:7])=[CH:4][CH:3]=1 |f:1.2|. Procedure details: In a microwave process vial methyl 2-(1-(4-chlorobenzoyl)-5-methoxy-1H-indol-3-yl)acetate (10 mg, 0.028 mmol) was dissolved in 1,2-dichloro ethane (1 mL) and after addition of trimethyltin hydroxide (25 mg, 0.14 mmol) the reaction mixture was heated for 30 min at 130° C. in a microwave (TLC analysis indicated complete reaction). Dichloromethane (1 mL) and 50% AcOH (2 mL) were added to the cold reaction solution and the resulting biphasic mixture was agitated until both layers were clear. The org...